Dataset: the Open Reaction Database (ORD), a public repository of structured organic reaction records. Task: describe an organic reaction: reactants, conditions, products, and yield Reactants: ClCCl, Cc1ccccc1, FC(F)(F)c1ccc(Oc2ccc(NSC(Cl)(Cl)Cl)cc2)c(Cl)c1, O=C=NC(=O)c1ccccc1Cl. The product is O=C(NC(=O)N(SC(Cl)(Cl)Cl)c1ccc(Oc2ccc(C(F)(F)F)cc2Cl)cc1)c1ccccc1Cl. Reaction SMILES: [CH2:44]([Cl:45])[Cl:46].[CH3:37][c:38]1[cH:39][cH:40][cH:41][cH:42][cH:43]1.[Cl:13][C:14]([S:15][NH:16][c:17]1[cH:18][cH:19][c:20]([O:23][c:24]2[c:25]([Cl:34])[cH:26][c:27]([C:30]([F:31])([F:32])[F:33])[cH:28][cH:29]2)[cH:21][cH:22]1)([Cl:35])[Cl:36].[Cl:1][c:2]1[c:3]([C:4](=[O:5])[N:6]=[C:7]=[O:8])[cH:9][cH:10][cH:11][cH:12]1>>[Cl:1][c:2]1[c:3]([C:4](=[O:5])[NH:6][C:7](=[O:8])[N:16]([S:15][C:14]([Cl:13])([Cl:35])[Cl:36])[c:17]2[cH:18][cH:19][c:20]([O:23][c:24]3[c:25]([Cl:34])[cH:26][c:27]([C:30]([F:31])([F:32])[F:33])[cH:28][cH:29]3)[cH:21][cH:22]2)[cH:9][cH:10][cH:11][cH:12]1. The reactants are C(C)(C)N(CC)C(C)C (diisopropylethylamine), CN(C)C(=[N+](C)C)ON1C2=C(C=CC=C2)N=N1.[B-](F)(F)(F)F (TBTU), Cl.C(#N)C1(CCNCC1)C1=CC=CC=C1 (4-cyano-4-phenylpiperidine hydrochloride), N1C=NC(=C1)CCNC(NC(C(=O)O)CC1=CC=C(C=C1)OC)=O (2-{3-[2-(1H-imidazol-4-yl)ethyl]ureido}-3-(4-methoxy-phenyl)propanoic acid). Run in CN(C=O)C (dimethylformamide), ClCCl (dichloromethane). Reaction conditions: time 16 hour. Yields the product C(#N)C1(CCN(CC1)C(C(CC1=CC=C(C=C1)OC)NC(=O)NCCC=1N=CNC1)=O)C1=CC=CC=C1 (1-[2-(4-cyano-4-phenylpiperidin-1-yl)-1-(4-methoxybenzyl)-2-oxoethyl]-3-[2-(1H-imidazol-4-yl)ethyl]urea). Yield: 16.6%. Reaction SMILES: [NH:1]1[CH:5]=[C:4]([CH2:6][CH2:7][NH:8][C:9](=[O:24])[NH:10][CH:11]([CH2:15][C:16]2[CH:21]=[CH:20][C:19]([O:22][CH3:23])=[CH:18][CH:17]=2)[C:12]([OH:14])=O)[N:3]=[CH:2]1.C(N(C(C)C)CC)(C)C.CN(C(ON1N=NC2C=CC=CC1=2)=[N+](C)C)C.[B-](F)(F)(F)F.Cl.[C:57]([C:59]1([C:65]2[CH:70]=[CH:69][CH:68]=[CH:67][CH:66]=2)[CH2:64][CH2:63][NH:62][CH2:61][CH2:60]1)#[N:58]>ClCCl.CN(C)C=O>[C:57]([C:59]1([C:65]2[CH:70]=[CH:69][CH:68]=[CH:67][CH:66]=2)[CH2:60][CH2:61][N:62]([C:12](=[O:14])[CH:11]([NH:10][C:9]([NH:8][CH2:7][CH2:6][C:4]2[N:3]=[CH:2][NH:1][CH:5]=2)=[O:24])[CH2:15][C:16]2[CH:21]=[CH:20][C:19]([O:22][CH3:23])=[CH:18][CH:17]=2)[CH2:63][CH2:64]1)#[N:58] |f:2.3,4.5|. Reported procedure: To 300 mg (0.90 mmol) of 2-{3-[2-(1H-imidazol-4-yl)ethyl]ureido}-3-(4-methoxy-phenyl)propanoic acid dissolved in 3.5 mL of dichloromethane and 1.5 mL of dimethylformamide are added 0.46 mL (2.7 mmol) of diisopropylethylamine, 318 mg (0.99 mmol) of TBTU and 220 mg (0.99 mmol) of 4-cyano-4-phenylpiperidine hydrochloride. After 16 hours, the solution is washed with saturated sodium hydrogen carbonate solution and the organic products are extracted with dichloromethane. The organic phase is dried ov... Starting materials: CCCO, CCl, Fc1cc(Cl)c(F)nc1F, NN, O. Yields the product NNc1nc(F)c(F)cc1Cl. RXN SMILES: [CH2:14]([OH:15])[CH2:16][CH3:17].[Cl:18][CH3:19].[Cl:1][c:2]1[c:3]([F:10])[n:4][c:5]([F:9])[c:6]([F:8])[cH:7]1.[NH2:12][NH2:13].[OH2:11]>>[Cl:1][c:2]1[c:3]([NH:12][NH2:13])[n:4][c:5]([F:9])[c:6]([F:8])[cH:7]1. RXN SMILES: [Br:1][C:2]1[C:11]2[C:10]([CH3:13])([CH3:12])[CH2:9][CH:8]=[C:7]([C:14]([CH3:17])([CH3:16])[CH3:15])[C:6]=2[CH:5]=[C:4](/[C:18](/[CH3:26])=[C:19](/[F:25])\[C:20](OCC)=[O:21])[C:3]=1[O:27][CH:28]([CH3:30])[CH3:29].[H-].C([Al+]CC(C)C)C(C)C>>[Br:1][C:2]1[C:11]2[C:10]([CH3:13])([CH3:12])[CH2:9][CH:8]=[C:7]([C:14]([CH3:15])([CH3:16])[CH3:17])[C:6]=2[CH:5]=[C:4](/[C:18](/[CH3:26])=[C:19](/[F:25])\[CH2:20][OH:21])[C:3]=1[O:27][CH:28]([CH3:30])[CH3:29] |f:1.2|. Product: BrC1=C(C(=CC=2C(=CCC(C12)(C)C)C(C)(C)C)/C(=C(\CO)/F)/C)OC(C)C ((2E)-3-(4-Bromo-8-tert-butyl-3-isopropoxy-5,5-dimethyl-5,6-dihydro-naphthalen-2-yl)-2-fluoro-but-2-en-1-ol). Procedure: Following General Procedure G-1, ethyl (2E)-3-(4-bromo-8-tert-butyl-3-isopropoxy-5,5-dimethyl-5,6-dihydro-naphthalen-2-yl)-2-fluoro-but-2-enoate (Compound A-131, 115 mg, 0.24 mmol) and diisobutylaluminum hydride (1M in methylene chloride, 0.64 mL, 0.64 mmol) were reacted to give the title compound as a colorless oil after purification by flash chromatography (silica gel, 10% ethyl acetate in hexanes). Reactants: BrC1=C(C(=CC=2C(=CCC(C12)(C)C)C(C)(C)C)/C(=C(\C(=O)OCC)/F)/C)OC(C)C (ethyl (2E)-3-(4-bromo-8-tert-butyl-3-isopropoxy-5,5-dimethyl-5,6-dihydro-naphthalen-2-yl)-2-fluoro-but-2-enoate), [H-].C(C(C)C)[Al+]CC(C)C (diisobutylaluminum hydride). The reactants are FC=1C=C(C=CC1F)C=1OC(CN1)=O (2-(3,4-difluorophenyl)oxazol-5(4H)-one), O.[OH-].[Li+] (lithium hydroxide monohydrate), COC=1CCCCN1 (6-methoxy-2,3,4,5-tetrahydropyridine). Run in C1CCOC1 (THF), O (water), C1CCOC1 (THF). Run at temperature 90 celsius. Product: FC=1C=C(C=CC1F)C1=NC(=C2N1CCCC2)C(=O)O (3-(3,4-difluorophenyl)-5,6,7,8-tetrahydroimidazo-[1,5-a]pyridine-1-carboxylic acid). Yield: 70.2%. As a reaction SMILES: CO[C:3]1[CH2:4][CH2:5][CH2:6][CH2:7][N:8]=1.[F:9][C:10]1[CH:11]=[C:12]([C:17]2[O:18][C:19](=[O:22])[CH2:20][N:21]=2)[CH:13]=[CH:14][C:15]=1[F:16].O.[OH-].[Li+]>C1COCC1.O>[F:9][C:10]1[CH:11]=[C:12]([C:17]2[N:8]3[CH2:7][CH2:6][CH2:5][CH2:4][C:3]3=[C:20]([C:19]([OH:22])=[O:18])[N:21]=2)[CH:13]=[CH:14][C:15]=1[F:16] |f:2.3.4|. Procedure details: 6-methoxy-2,3,4,5-tetrahydropyridine (0.431 g, 3.80 mmol) was dissolved in THF (5 mL) in a 40 mL screw-cap vial and 2-(3,4-difluorophenyl)oxazol-5(4H)-one (0.75 g, 3.80 mmol) in THF (5 mL) was added, producing an orange solution. The vial was capped and heated to 90° C. for 3 hours. THF was removed under reduced pressure and the residue was dissolved in MeOH (10 ml) and lithium hydroxide monohydrate (0.479 g, 11.41 mmol) in water (1 mL) was added. The reaction was heated to 90° C. for 3 hours. M... Run at time 3 hour. Procedure: Preparation of N-[3-(9-Fluorenyl)propionyl]-4-aminosalicylic acid hydrate was performed as follows. 2-(9-Fluorenyl)propionic acid (1.0 g, 4.2 mmol) was refluxed in 5 ml of thionyl chloride for 1.5 hours and the excess thionyl chloride evaporated in vacuo. The residue was dissolved in 10 ml of methylene chloride and added dropwise to a suspension of 4-aminosalicylic acid (0.64, 4.2 mmol) and pyridine (0.65 ml 8.4 mmol) in 15 ml of methylene chloride. After 3 hours, the reaction was concentrated, ... Starting materials: O.C1=CC=CC=2C3=CC=CC=C3C(C12)CCC(=O)NC=1C=C(C(C(=O)O)=CC1)O (N-[3-(9-Fluorenyl)propionyl]-4-aminosalicylic acid hydrate), [K+].[Br-] (KBr), NC=1C=C(C(C(=O)O)=CC1)O (4-aminosalicylic acid), N1=CC=CC=C1 (pyridine), C1=CC=CC=2C3=CC=CC=C3C(C12)C(C(=O)O)C (2-(9-Fluorenyl)propionic acid), C23H19NO4. RXN SMILES: O.[CH:2]1[C:14]2[CH:13]([CH2:15][CH2:16][C:17]([NH:19][C:20]3[CH:21]=[C:22]([OH:29])[C:23](=[CH:27][CH:28]=3)[C:24]([OH:26])=[O:25])=[O:18])[C:12]3[C:7](=[CH:8][CH:9]=[CH:10][CH:11]=3)[C:6]=2[CH:5]=[CH:4][CH:3]=1.C1C2C(C(C)C(O)=O)C3C(=CC=CC=3)C=2C=CC=1.NC1C=C(O)C(=CC=1)C(O)=O.N1C=CC=CC=1.[K+].[Br-]>S(Cl)(Cl)=O.C(Cl)Cl>[CH:11]1[C:12]2[CH:13]([CH2:15][CH2:16][C:17]([NH:19][C:20]3[CH:21]=[C:22]([OH:29])[C:23](=[CH:27][CH:28]=3)[C:24]([OH:26])=[O:25])=[O:18])[C:14]3[C:6](=[CH:5][CH:4]=[CH:3][CH:2]=3)[C:7]=2[CH:8]=[CH:9][CH:10]=1 |f:0.1,5.6|. Solvent: C(Cl)Cl (methylene chloride), S(=O)(Cl)Cl (thionyl chloride). The product is C1=CC=CC=2C3=CC=CC=C3C(C12)CCC(=O)NC=1C=C(C(C(=O)O)=CC1)O (N-[3-(9-Fluorenyl)propionyl]-4-aminosalicylic acid). Reactants: Oc1c(-c2nnc(Cc3ccc(F)cc3)[nH]2)nc(Br)c2cccnc12, CS(=O)O, CN1CCCC1=O, [Na], O. The product is CS(=O)(=O)c1nc(-c2nnc(Cc3ccc(F)cc3)[nH]2)c(O)c2ncccc12. Reaction SMILES: [Br:1][c:2]1[c:3]2[cH:4][cH:5][cH:6][n:7][c:8]2[c:9]([OH:25])[c:10](-[c:12]2[n:13][n:14][c:15]([CH2:17][c:18]3[cH:19][cH:20][c:21]([F:24])[cH:22][cH:23]3)[nH:16]2)[n:11]1.[CH3:26][S:27](=[O:28])[OH:29].[CH3:32][N:33]1[C:34](=[O:35])[CH2:36][CH2:37][CH2:38]1.[Na:30].[OH2:31]>>[c:2]1([S:27]([CH3:26])(=[O:28])=[O:29])[c:3]2[cH:4][cH:5][cH:6][n:7][c:8]2[c:9]([OH:25])[c:10](-[c:12]2[n:13][n:14][c:15]([CH2:17][c:18]3[cH:19][cH:20][c:21]([F:24])[cH:22][cH:23]3)[nH:16]2)[n:11]1.